Dataset: the Open Reaction Database (ORD), a public repository of structured organic reaction records. Task: describe an organic reaction: reactants, conditions, products, and yield The reactants are NC(=O)CBr, O=C([O-])[O-], ClCCl, [K+], [K+], CN(C)C=O, Oc1ccc(-c2n[nH]c3c2Cc2ccccc2-3)cc1. The product is NC(=O)COc1ccc(-c2n[nH]c3c2Cc2ccccc2-3)cc1. Reaction SMILES: [Br:26][CH2:27][C:28](=[O:29])[NH2:30].[C:20](=[O:21])([O-:22])[O-:23].[Cl:36][CH2:37][Cl:38].[K+:24].[K+:25].[O:31]=[CH:32][N:33]([CH3:34])[CH3:35].[nH:1]1[n:2][c:3](-[c:13]2[cH:14][cH:15][c:16]([OH:19])[cH:17][cH:18]2)[c:4]2[c:5]1-[c:6]1[cH:7][cH:8][cH:9][cH:10][c:11]1[CH2:12]2>>[nH:1]1[n:2][c:3](-[c:13]2[cH:14][cH:15][c:16]([O:19][CH2:27][C:28](=[O:29])[NH2:30])[cH:17][cH:18]2)[c:4]2[c:5]1-[c:6]1[cH:7][cH:8][cH:9][cH:10][c:11]1[CH2:12]2. Starting materials: CCN(C(C)C)C(C)C, ClC(Cl)Cl, O=[N+]([O-])c1ccccc1F, NCCN1CCCCC1, CN(C)C=O, O. Yields the product NCCN1CCCCC1c1ccccc1[N+](=O)[O-]. Reaction SMILES: [CH:20]([N:21]([CH:22]([CH3:23])[CH3:24])[CH2:25][CH3:26])([CH3:27])[CH3:28].[Cl:29][CH:30]([Cl:31])[Cl:32].[F:10][c:11]1[c:12]([N+:17](=[O:18])[O-:19])[cH:13][cH:14][cH:15][cH:16]1.[NH2:1][CH2:2][CH2:3][N:4]1[CH2:5][CH2:6][CH2:7][CH2:8][CH2:9]1.[O:33]=[CH:34][N:35]([CH3:36])[CH3:37].[OH2:38]>>[NH2:1][CH2:2][CH2:3][N:4]1[CH:5]([c:11]2[c:12]([N+:17](=[O:18])[O-:19])[cH:13][cH:14][cH:15][cH:16]2)[CH2:6][CH2:7][CH2:8][CH2:9]1. The reactants are CC(=O)O, O=C(O)C1CCCCC1C(=O)c1cc(F)cc(F)c1, C1CCOC1, [OH-], [OH-], [Pd+2]. The product is O=C(O)C1CCCCC1Cc1cc(F)cc(F)c1. As a reaction SMILES: [CH3:28][C:29](=[O:30])[OH:31].[F:1][c:2]1[cH:3][c:4]([C:9](=[O:10])[CH:11]2[CH:12]([C:17](=[O:18])[OH:19])[CH2:13][CH2:14][CH2:15][CH2:16]2)[cH:5][c:6]([F:8])[cH:7]1.[O:20]1[CH2:21][CH2:22][CH2:23][CH2:24]1.[OH-:25].[OH-:26].[Pd+2:27]>>[F:1][c:2]1[cH:3][c:4]([CH2:9][CH:11]2[CH:12]([C:17](=[O:18])[OH:19])[CH2:13][CH2:14][CH2:15][CH2:16]2)[cH:5][c:6]([F:8])[cH:7]1. Starting materials: [OH-].[Li+] (Lithium hydroxide), FC(C(=O)[O-])(F)F.NC=1C(=NC(=C(N1)N)Cl)C(=O)NCC[N+](CCCC1=CC=C(C=C1)OC)(CCCC1=CC=C(C=C1)OC)CC(=O)OC ({2-[(3,5-Diamino-6-chloro-pyrazine-2-carbonyl)-amino]-ethyl}-methoxycarbonylmethyl-bis-[3-(4-methoxy-phenyl)-propyl]-ammonium trifluoroacetate), Cl (HCl). Run in CO (methanol). Conditions: time 3 day. The product is [Cl-].C(=O)(O)C[N+](CCCC1=CC=C(C=C1)OC)(CCCC1=CC=C(C=C1)OC)CCNC(=O)C1=NC(=C(N=C1N)N)Cl (Carboxymethyl-{2-[(3,5-diamino-6-chloro-pyrazine-2-carbonyl)-amino]-ethyl}-bis-[3-(4-methoxy-phenyl)-propyl]-ammonium chloride). As a reaction SMILES: [OH-].[Li+].FC(F)(F)C([O-])=O.[NH2:10][C:11]1[C:12]([C:19]([NH:21][CH2:22][CH2:23][N+:24]([CH2:47][C:48]([O:50]C)=[O:49])([CH2:36][CH2:37][CH2:38][C:39]2[CH:44]=[CH:43][C:42]([O:45][CH3:46])=[CH:41][CH:40]=2)[CH2:25][CH2:26][CH2:27][C:28]2[CH:33]=[CH:32][C:31]([O:34][CH3:35])=[CH:30][CH:29]=2)=[O:20])=[N:13][C:14]([Cl:18])=[C:15]([NH2:17])[N:16]=1.Cl>CO>[Cl-:18].[C:48]([CH2:47][N+:24]([CH2:23][CH2:22][NH:21][C:19]([C:12]1[C:11]([NH2:10])=[N:16][C:15]([NH2:17])=[C:14]([Cl:18])[N:13]=1)=[O:20])([CH2:36][CH2:37][CH2:38][C:39]1[CH:44]=[CH:43][C:42]([O:45][CH3:46])=[CH:41][CH:40]=1)[CH2:25][CH2:26][CH2:27][C:28]1[CH:29]=[CH:30][C:31]([O:34][CH3:35])=[CH:32][CH:33]=1)([OH:50])=[O:49] |f:0.1,2.3,6.7|. Procedure: Lithium hydroxide (12 mg, 0.28 mmol) is added to a stirred suspension of {2-[(3,5-Diamino-6-chloro-pyrazine-2-carbonyl)-amino]-ethyl}-methoxycarbonylmethyl-bis-[3-(4-methoxy-phenyl)-propyl]-ammonium trifluoroacetate (Example 24) (113 mg, 0.16 mmol) in methanol (9 mL), and the resulting solution is stirred at RT for 3 days. After this time the pH of the solution is adjusted to 1 using 1 N HCl solution, and the solvent then removed in vacuo. The residue is washed with water (10 mL), and dried in v... Starting materials: NCCN1CCC(Nc2nc3ccccc3n2Cc2ccco2)CC1, C1CCOC1, S=C=S. The product is S=C=NCCN1CCC(Nc2nc3ccccc3n2Cc2ccco2)CC1. Reaction SMILES: [NH2:4][CH2:5][CH2:6][N:7]1[CH2:8][CH2:9][CH:10]([NH:13][c:14]2[n:15][c:16]3[c:17]([n:18]2[CH2:19][c:20]2[o:21][cH:22][cH:23][cH:24]2)[cH:25][cH:26][cH:27][cH:28]3)[CH2:11][CH2:12]1.[O:29]1[CH2:30][CH2:31][CH2:32][CH2:33]1.[S:1]=[C:2]=[S:3]>>[C:2](=[S:3])=[N:4][CH2:5][CH2:6][N:7]1[CH2:8][CH2:9][CH:10]([NH:13][c:14]2[n:15][c:16]3[c:17]([n:18]2[CH2:19][c:20]2[o:21][cH:22][cH:23][cH:24]2)[cH:25][cH:26][cH:27][cH:28]3)[CH2:11][CH2:12]1.